From a dataset of the Open Reaction Database (ORD), a public repository of structured organic reaction records. describe an organic reaction: reactants, conditions, products, and yield Reactants: ClCCCCC(=O)C1=CC=2CC3=CC(=CC=C3SC2C=C1)C(CCCCCl)=O (2,7-bis(5-chlorovaleryl)-thioxanthene), [I-].[K+] (potassium iodide), C(C)NCC (diethylamine). The solvent is O1CCCC1 (tetrahyrofuran). Run at temperature 106 celsius. Product: Cl.Cl.C(C)N(CCCCC(=O)C1=CC=2CC3=CC(=CC=C3SC2C=C1)C(CCCCN(CC)CC)=O)CC (2,7-Bis[5-(diethylamino)valeryl]thioxanthene dihydrochloride). RXN SMILES: [Cl:1][CH2:2][CH2:3][CH2:4][CH2:5][C:6]([C:8]1[CH:21]=[CH:20][C:19]2[S:18][C:17]3[C:12](=[CH:13][C:14]([C:22](=[O:28])[CH2:23][CH2:24][CH2:25][CH2:26]Cl)=[CH:15][CH:16]=3)[CH2:11][C:10]=2[CH:9]=1)=[O:7].[I-].[K+].[CH2:31]([NH:33][CH2:34][CH3:35])[CH3:32]>O1CCCC1>[ClH:1].[ClH:1].[CH2:31]([N:33]([CH2:34][CH3:35])[CH2:2][CH2:3][CH2:4][CH2:5][C:6]([C:8]1[CH:21]=[CH:20][C:19]2[S:18][C:17]3[C:12](=[CH:13][C:14]([C:22](=[O:28])[CH2:23][CH2:24][CH2:25][CH2:26][N:33]([CH2:34][CH3:35])[CH2:31][CH3:32])=[CH:15][CH:16]=3)[CH2:11][C:10]=2[CH:9]=1)=[O:7])[CH3:32] |f:1.2,5.6.7|. Procedure: A mixture of 20 g (0.0046 mole) of 2,7-bis(5-chlorovaleryl)-thioxanthene, 2 g of potassium iodide, 150 ml of diethylamine and 250 ml of tetrahyrofuran was heated to 106°C. in a Paar bomb for 24 hours with stirring. Upon cooling, the solvent was evaporated, and the remaining material was dissolved in heptane and filtered. The solution was acidified with ethereal HCl and the resulting precipitate was recrystallized several times from methanol and ethyl acetate to give the desired product. M.P. 197... The reactants are O=C1NCCN2CCNCC12, C1CCOC1. Yields the product C1CN2CCNCC2CN1. RXN SMILES: [C:1]1(=[O:11])[CH:2]2[N:3]([CH2:4][CH2:5][NH:6]1)[CH2:7][CH2:8][NH:9][CH2:10]2.[CH2:12]1[O:13][CH2:14][CH2:15][CH2:16]1>>[CH2:1]1[CH:2]2[N:3]([CH2:4][CH2:5][NH:6]1)[CH2:7][CH2:8][NH:9][CH2:10]2. Reactants: OC=1C2=C(SC1C(=O)N)C=CC(=C2)C(F)(F)F (3-hydroxy-5-trifluoromethylbenzo[b]thiophene-2-carboxamide), COC1=CC=C(C=C1)C(C=O)C1=CC=C(C=C1)OC (2,2-di-(4-methoxyphenyl)acetaldehyde), O.C1(=CC=C(C=C1)S(=O)(=O)O)C (p-toluenesulfonic acid monohydrate). Solvent: C1(=CC=CC=C1)C (toluene). Product: OC=1C2=C(SC1C(=O)NC=C(C1=CC=C(C=C1)OC)C1=CC=C(C=C1)OC)C=CC(=C2)C(F)(F)F (3-hydroxy-N-[2,2-di(4-methoxyphenyl)ethenyl]-5-trifluoromethylbenzo[b]-thiophene-2-carboxamide). Isolated yield 78.9%. RXN SMILES: [OH:1][C:2]1[C:3]2[CH:13]=[C:12]([C:14]([F:17])([F:16])[F:15])[CH:11]=[CH:10][C:4]=2[S:5][C:6]=1[C:7]([NH2:9])=[O:8].[CH3:18][O:19][C:20]1[CH:25]=[CH:24][C:23]([CH:26]([C:29]2[CH:34]=[CH:33][C:32]([O:35][CH3:36])=[CH:31][CH:30]=2)[CH:27]=O)=[CH:22][CH:21]=1.O.C1(C)C=CC(S(O)(=O)=O)=CC=1>C1(C)C=CC=CC=1>[OH:1][C:2]1[C:3]2[CH:13]=[C:12]([C:14]([F:17])([F:15])[F:16])[CH:11]=[CH:10][C:4]=2[S:5][C:6]=1[C:7]([NH:9][CH:27]=[C:26]([C:23]1[CH:22]=[CH:21][C:20]([O:19][CH3:18])=[CH:25][CH:24]=1)[C:29]1[CH:30]=[CH:31][C:32]([O:35][CH3:36])=[CH:33][CH:34]=1)=[O:8] |f:2.3|. Procedure: To a solution of 3-hydroxy-5-trifluoromethylbenzo[b]thiophene-2-carboxamide (300 mg, 1.15 mmol) in hot toluene (30 ml) were added 2,2-di-(4-methoxyphenyl)acetaldehyde (380 mg, 1.48 mmol) and p-toluenesulfonic acid monohydrate (20 mg). The reaction mixture was stirred at reflux temperature for one hour with azeotropic removal of water, cooled, and evaporated. Trituration of the residue with diethyl ether gave a yellow solid that was filtered, washed with ether, and dried in vacuo; to yield 453 mg... The reactants are C(C)(C)N(C(C)C)CC (N,N-Diisopropylethylamine), ClC=1C=CC(=C(C1)S(=O)(=O)Cl)OC (5-chloro-2-methoxy-benzensulfonyl chloride), C(C)OC(=O)C=1C=C2NCCN(C2=CC1)C(=O)OC(C)(C)C (3,4-Dihydro-2H-quinoxaline-1,6-dicarboxylic acid 1-tert-butyl ester 6-ethyl ester). Run in N1=CC=CC=C1 (pyridine), ClCCl (dichloromethane). Run at time 8 hour. Product: C(C)OC(=O)C=1C=C2N(CCN(C2=CC1)C(=O)OC(C)(C)C)S(=O)(=O)C1=C(C=CC(=C1)Cl)OC (4-(5-chloro-2-methoxy-benzenesulfonyl)-3,4-dihydro-2H-quinoxaline-1,6-dicarboxylic acid 1-tert-butyl ester 6-ethyl ester). As a reaction SMILES: [CH2:1]([O:3][C:4]([C:6]1[CH:7]=[C:8]2[C:13](=[CH:14][CH:15]=1)[N:12]([C:16]([O:18][C:19]([CH3:22])([CH3:21])[CH3:20])=[O:17])[CH2:11][CH2:10][NH:9]2)=[O:5])[CH3:2].C(N(CC)C(C)C)(C)C.[Cl:32][C:33]1[CH:34]=[CH:35][C:36]([O:43][CH3:44])=[C:37]([S:39](Cl)(=[O:41])=[O:40])[CH:38]=1>ClCCl.N1C=CC=CC=1>[CH2:1]([O:3][C:4]([C:6]1[CH:7]=[C:8]2[C:13](=[CH:14][CH:15]=1)[N:12]([C:16]([O:18][C:19]([CH3:21])([CH3:20])[CH3:22])=[O:17])[CH2:11][CH2:10][N:9]2[S:39]([C:37]1[CH:38]=[C:33]([Cl:32])[CH:34]=[CH:35][C:36]=1[O:43][CH3:44])(=[O:40])=[O:41])=[O:5])[CH3:2]. Procedure: 3,4-Dihydro-2H-quinoxaline-1,6-dicarboxylic acid 1-tert-butyl ester 6-ethyl ester (300 mg, 0.98 mmol) was dissolved in dichloromethane (20 mL) and pyridine (2 mL). N,N-Diisopropylethylamine (127 mg, 0.98 mmol) and 5-chloro-2-methoxy-benzensulfonyl chloride (300 mg, 1.24 mmol) were added, and the mixture was stirred at room temperature overnight. The solvent was evaporated, and the crude compound was purified by flash chromatography, yielding 4-(5-chloro-2-methoxy-benzenesulfonyl)-3,4-dihydro-2H-... Starting materials: C=CCc1ccc(O)cc1, O=C(OO)c1cccc(Cl)c1, ClCCl, [Na+], O=C([O-])O. Yields the product Oc1ccc(CC2CO2)cc1. Reaction SMILES: [CH2:1]([CH:2]=[CH2:3])[c:4]1[cH:5][cH:6][c:7]([OH:10])[cH:8][cH:9]1.[Cl:16][c:17]1[cH:18][cH:19][cH:20][c:21]([C:22]([O:23][OH:24])=[O:25])[cH:26]1.[Cl:27][CH2:28][Cl:29].[Na+:15].[O-:11][C:12]([OH:13])=[O:14]>>[CH2:1]([CH:2]1[CH2:3][O:11]1)[c:4]1[cH:5][cH:6][c:7]([OH:10])[cH:8][cH:9]1. Reactants: C(C)(C)(C)OC(=O)N1CCC(CC1)C1CC=2C(=CN=C(C2)Cl)O1 (4-(5-chloro-2,3-dihydro-furo[2,3-c]pyridin-2-yl)-piperidine-1-carboxylic acid tert-butyl ester), CN1C(C=CC(=C1)B1OC(C(O1)(C)C)(C)C)=O (1-methyl-5-(4,4,5,5-tetramethyl-[1,3,2]dioxaborolan-2-yl)-1H-pyridin-2-one). The product is C(C)(C)(C)OC(=O)N1CCC(CC1)C1CC=2C(=CN=C(C2)C2=CN(C(C=C2)=O)C)O1 (4-[5-(1-Methyl-6-oxo-1,6-dihydro-pyridin-3-yl)-2,3-dihydro-furo[2,3-c]pyridin-2-yl]-piperidine-1-carboxylic acid tert-butyl ester). As a reaction SMILES: [C:1]([O:5][C:6]([N:8]1[CH2:13][CH2:12][CH:11]([CH:14]2[O:23][C:17]3=[CH:18][N:19]=[C:20](Cl)[CH:21]=[C:16]3[CH2:15]2)[CH2:10][CH2:9]1)=[O:7])([CH3:4])([CH3:3])[CH3:2].[CH3:24][N:25]1[CH:30]=[C:29](B2OC(C)(C)C(C)(C)O2)[CH:28]=[CH:27][C:26]1=[O:40]>>[C:1]([O:5][C:6]([N:8]1[CH2:13][CH2:12][CH:11]([CH:14]2[O:23][C:17]3=[CH:18][N:19]=[C:20]([C:29]4[CH:28]=[CH:27][C:26](=[O:40])[N:25]([CH3:24])[CH:30]=4)[CH:21]=[C:16]3[CH2:15]2)[CH2:10][CH2:9]1)=[O:7])([CH3:4])([CH3:3])[CH3:2]. Procedure details: The title compound is prepared from 4-(5-chloro-2,3-dihydro-furo[2,3-c]pyridin-2-yl)-piperidine-1-carboxylic acid tert-butyl ester and 1-methyl-5-(4,4,5,5-tetramethyl-[1,3,2]dioxaborolan-2-yl)-1H-pyridin-2-one following a procedure analogous to that described in Example 28. LC (method 10): tR=1.59 min; Mass spectrum (ESI+): m/z=412 [M+H]+. Reactants: BrC1=CC=C2C(=C(C(C(C2=C1)(C)C)=O)C(=O)NCC(=O)OC(C)(C)C)O (1,1-Dimethylethyl N-((7-bromo-4-hydroxy-1,1-dimethyl-2-oxo-naphthalen-3-yl)carbonyl)glycinate), [Cu](C#N)C#N (copper cyanide). The reagents and catalysts are [C-]#N.C(C)[N+](CC)(CC)CC (tetraethylammonium cyanide), C1=CC=C(C=C1)P([C-]2C=CC=C2)C3=CC=CC=C3.C1=CC=C(C=C1)P([C-]2C=CC=C2)C3=CC=CC=C3.[Fe+2] (dppf), C=1C=CC(=CC1)/C=C/C(=O)/C=C/C2=CC=CC=C2.C=1C=CC(=CC1)/C=C/C(=O)/C=C/C2=CC=CC=C2.C=1C=CC(=CC1)/C=C/C(=O)/C=C/C2=CC=CC=C2.[Pd].[Pd] (tris(dibenzylideneacetone)dipalladium). The solvent is O1CCOCC1 (dioxane). Conditions: temperature 75 celsius, time 16 hour. Product: C(#N)C1=CC=C2C(=C(C(C(C2=C1)(C)C)=O)C(=O)NCC(=O)OC(C)(C)C)O (1,1-Dimethylethyl N-((7-cyano-4-hydroxy-1,1-dimethyl-2-oxo-naphthalen-3-yl)carbonyl)glycinate). Yield: 60.2%. RXN SMILES: Br[C:2]1[CH:11]=[C:10]2[C:5]([C:6]([OH:26])=[C:7]([C:15]([NH:17][CH2:18][C:19]([O:21][C:22]([CH3:25])([CH3:24])[CH3:23])=[O:20])=[O:16])[C:8](=[O:14])[C:9]2([CH3:13])[CH3:12])=[CH:4][CH:3]=1.[Cu](C#N)[C:28]#[N:29]>[C-]#N.C([N+](CC)(CC)CC)C.O1CCOCC1.C1C=CC(P(C2C=CC=CC=2)[C-]2C=CC=C2)=CC=1.C1C=CC(P(C2C=CC=CC=2)[C-]2C=CC=C2)=CC=1.[Fe+2].C1C=CC(/C=C/C(/C=C/C2C=CC=CC=2)=O)=CC=1.C1C=CC(/C=C/C(/C=C/C2C=CC=CC=2)=O)=CC=1.C1C=CC(/C=C/C(/C=C/C2C=CC=CC=2)=O)=CC=1.[Pd].[Pd]>[C:28]([C:2]1[CH:11]=[C:10]2[C:5]([C:6]([OH:26])=[C:7]([C:15]([NH:17][CH2:18][C:19]([O:21][C:22]([CH3:25])([CH3:24])[CH3:23])=[O:20])=[O:16])[C:8](=[O:14])[C:9]2([CH3:13])[CH3:12])=[CH:4][CH:3]=1)#[N:29] |f:2.3,5.6.7,8.9.10.11.12|. Procedure details: 1,1-Dimethylethyl N-((7-bromo-4-hydroxy-1,1-dimethyl-2-oxo-naphthalen-3-yl)carbonyl)glycinate (310 mg, 731 μmol, see Example 53), dppf (162 mg, 292 μmol), tris(dibenzylideneacetone)dipalladium (66.9 mg, 73.1 μmol), copper cyanide (262 mg, 2923 μmol), and tetraethylammonium cyanide (126 mg, 804 μmol) were mixed in dioxane (6 mL) in a microwave tube under a nitrogen atmosphere. The reaction mixture was then stirred at 75° C. for 16 hours. The reaction mixture was returned to room temperature, fuse...